This data is from the Open Reaction Database (ORD), a public repository of structured organic reaction records. The task is: describe an organic reaction: reactants, conditions, products, and yield Reactants: C1CCOC1, Clc1ccnc(Cl)n1, [F-], [K+], C[Si](C)(C)CCOCn1nc(B(O)O)cc(-c2nc3ccc(C(F)(F)F)cc3n2COCC[Si](C)(C)C)c1=O, O=C(C=Cc1ccccc1)C=Cc1ccccc1, O=C(C=Cc1ccccc1)C=Cc1ccccc1, O=C(C=Cc1ccccc1)C=Cc1ccccc1, [Pd], [Pd]. Reaction SMILES: [CH2:50]1[O:51][CH2:52][CH2:53][CH2:54]1.[Cl:40][c:41]1[n:42][cH:43][cH:44][c:45]([Cl:47])[n:46]1.[F-:48].[K+:49].[O:1]=[c:2]1[c:3](-[c:19]2[n:20][c:21]3[c:22]([n:23]2[CH2:24][O:25][CH2:26][CH2:27][Si:28]([CH3:29])([CH3:30])[CH3:31])[cH:32][c:33]([C:36]([F:37])([F:38])[F:39])[cH:34][cH:35]3)[cH:4][c:5]([B:16]([OH:17])[OH:18])[n:6][n:7]1[CH2:8][O:9][CH2:10][CH2:11][Si:12]([CH3:13])([CH3:14])[CH3:15].[O:57]=[C:58]([CH:59]=[CH:60][c:61]1[cH:62][cH:63][cH:64][cH:65][cH:66]1)[CH:67]=[CH:68][c:69]1[cH:70][cH:71][cH:72][cH:73][cH:74]1.[O:75]=[C:76]([CH:77]=[CH:78][c:79]1[cH:80][cH:81][cH:82][cH:83][cH:84]1)[CH:85]=[CH:86][c:87]1[cH:88][cH:89][cH:90][cH:91][cH:92]1.[O:93]=[C:94]([CH:95]=[CH:96][c:97]1[cH:98][cH:99][cH:100][cH:101][cH:102]1)[CH:103]=[CH:104][c:105]1[cH:106][cH:107][cH:108][cH:109][cH:110]1.[Pd:55].[Pd:56]>>[O:1]=[c:2]1[c:3](-[c:19]2[n:20][c:21]3[c:22]([n:23]2[CH2:24][O:25][CH2:26][CH2:27][Si:28]([CH3:29])([CH3:30])[CH3:31])[cH:32][c:33]([C:36]([F:37])([F:38])[F:39])[cH:34][cH:35]3)[cH:4][c:5](-[c:45]2[cH:44][cH:43][n:42][c:41]([Cl:40])[n:46]2)[n:6][n:7]1[CH2:8][O:9][CH2:10][CH2:11][Si:12]([CH3:13])([CH3:14])[CH3:15]. The product is C[Si](C)(C)CCOCn1nc(-c2ccnc(Cl)n2)cc(-c2nc3ccc(C(F)(F)F)cc3n2COCC[Si](C)(C)C)c1=O. Reactants: ClC1=C(CCNC(OCC)=O)C=CC(=C1OC)OC (ethyl 2-chloro-3,4-dimethoxyphenethylcarbamate), C[Si](O[Si](C)(C)C)(C)C (1,1,1,3,3,3-hexamethyldisiloxane), P(=O)(Cl)(Cl)Cl (phosphorous oxichloride), O=P12OP3(=O)OP(=O)(O1)OP(=O)(O2)O3 (phosphorus pentoxide). The solvent is ClCCl (dichloromethane). Product: ClC1=C2CCNC(C2=CC(=C1OC)OC)=O (5-chloro-6,7-dimethoxy-3,4-dihydroisoquinolin-1(2H)-one). The yield is 20.2%. Reaction SMILES: [Cl:1][C:2]1[C:15]([O:16][CH3:17])=[C:14]([O:18][CH3:19])[CH:13]=[CH:12][C:3]=1[CH2:4][CH2:5][NH:6][C:7](=O)[O:8]CC.C[Si](C)(C)O[Si](C)(C)C.P(Cl)(Cl)(Cl)=O.O=P12OP3(OP(OP(O3)(O1)=O)(=O)O2)=O>ClCCl>[Cl:1][C:2]1[C:15]([O:16][CH3:17])=[C:14]([O:18][CH3:19])[CH:13]=[C:12]2[C:3]=1[CH2:4][CH2:5][NH:6][C:7]2=[O:8]. Reported procedure: To ethyl 2-chloro-3,4-dimethoxyphenethylcarbamate 3 (2 g, 6.95 mmol) in 1,1,1,3,3,3-hexamethyldisiloxane (7.39 ml, 34.8 mmol) in a 20 ml microwave tube was added phosphorous oxichloride (6.48 ml, 69.5 mmol) and phosphorus pentoxide (4.93 g, 34.8 mmol). Microwaved at 150° C. (high absorption setting) for 1 hour. Solvent removed and poured on to the ice. Neutralized with 2M sodium hydroxide and extracted with dichloromethane. Dried over magnesium sulfate and chromotagraphed eluting with 0-20% meth...